This data is from the Open Reaction Database (ORD), a public repository of structured organic reaction records. The task is: describe an organic reaction: reactants, conditions, products, and yield Starting materials: ClCCCl, CN1CCOCC1, Cl, Cl, CC(C)C(C(=O)O)N1Cc2c(F)cnc3[nH]cc(c23)C1=O, CN(C)C=O, O, On1nnc2ccccc21, O=S1(=O)CCNC1. Product: CC(C)C(C(=O)N1CCS(=O)(=O)C1)N1Cc2c(F)cnc3[nH]cc(c23)C1=O. Reaction SMILES: [CH2:33]([Cl:34])[CH2:35][Cl:36].[CH3:46][N:47]1[CH2:48][CH2:49][O:50][CH2:51][CH2:52]1.[ClH:37].[ClH:38].[F:1][c:2]1[cH:3][n:4][c:5]2[c:6]3[c:7]([cH:20][nH:21]2)[C:8](=[O:19])[N:9]([CH:12]([C:13](=[O:14])[OH:15])[CH:16]([CH3:17])[CH3:18])[CH2:10][c:11]13.[O:53]=[CH:54][N:55]([CH3:56])[CH3:57].[OH2:32].[OH:22][n:23]1[c:24]2[c:25]([cH:26][cH:27][cH:28][cH:29]2)[n:30][n:31]1.[S:39]1(=[O:44])(=[O:45])[CH2:40][NH:41][CH2:42][CH2:43]1>>[F:1][c:2]1[cH:3][n:4][c:5]2[c:6]3[c:7]([cH:20][nH:21]2)[C:8](=[O:19])[N:9]([CH:12]([C:13](=[O:15])[N:41]2[CH2:40][S:39](=[O:44])(=[O:45])[CH2:43][CH2:42]2)[CH:16]([CH3:17])[CH3:18])[CH2:10][c:11]13. The reactants are COC/C=C/C=1C=C(C(=O)OC)C=C(C1)\C=C\COC (methyl 3,5-bis[(1E)-3-methoxyprop-1-en-1-yl]benzoate), C1(=CC=CC=C1)C (toluene), C1(=CC=CC=C1)S(=O)(=O)NN (benzenesulfonohydrazide). Solvent: CCOCC (ether). Product: COCCCC=1C=C(C(=O)OC)C=C(C1)CCCOC (Methyl 3,5-bis(3-methoxypropyl)benzoate). As a reaction SMILES: [CH3:1][O:2][CH2:3]/[CH:4]=[CH:5]/[C:6]1[CH:7]=[C:8]([CH:13]=[C:14](/[CH:16]=[CH:17]/[CH2:18][O:19][CH3:20])[CH:15]=1)[C:9]([O:11][CH3:12])=[O:10].C1(C)C=CC=CC=1.C1(S(NN)(=O)=O)C=CC=CC=1>CCOCC>[CH3:1][O:2][CH2:3][CH2:4][CH2:5][C:6]1[CH:7]=[C:8]([CH:13]=[C:14]([CH2:16][CH2:17][CH2:18][O:19][CH3:20])[CH:15]=1)[C:9]([O:11][CH3:12])=[O:10]. Procedure: To a solution of methyl 3,5-bis[(1E)-3-methoxyprop-1-en-1-yl]benzoate (1 eq.) from the previous step in refluxing toluene was added benzenesulfonohydrazide (5 eq) in five portions over 2 h. The reaction was stirring as reflux for 18 h. After cooling to rt, the reaction was diluted with ether. The organic extract was washed with 1 N aqueous HCl, brine, dried over MgSO4, and concentrated in vacuo. The crude product was purified by flash column chromatography (SiO2, 20% EtOAc in Hex) to afford the ... Reactants: CCOC(=O)COc1ccc(NC(=O)c2ccc(N3CCN(C(=O)OC(C)(C)C)CC3)cc2)c(C)c1, CO, Cl, [Na+], [OH-], O. Product: Cc1cc(OCC(=O)O)ccc1NC(=O)c1ccc(N2CCN(C(=O)OC(C)(C)C)CC2)cc1. Reaction SMILES: [CH3:1][C:2]([CH3:3])([O:4][C:5](=[O:6])[N:7]1[CH2:8][CH2:9][N:10]([c:13]2[cH:14][cH:15][c:16]([C:19](=[O:20])[NH:21][c:22]3[c:23]([CH3:35])[cH:24][c:25]([O:26][CH2:27][C:28](=[O:29])[O:30][CH2:31][CH3:32])[cH:33][cH:34]3)[cH:17][cH:18]2)[CH2:11][CH2:12]1)[CH3:36].[CH3:37][OH:38].[ClH:41].[Na+:40].[OH-:39].[OH2:42]>>[CH3:1][C:2]([CH3:3])([O:4][C:5](=[O:6])[N:7]1[CH2:8][CH2:9][N:10]([c:13]2[cH:14][cH:15][c:16]([C:19](=[O:20])[NH:21][c:22]3[c:23]([CH3:35])[cH:24][c:25]([O:26][CH2:27][C:28](=[O:29])[OH:30])[cH:33][cH:34]3)[cH:17][cH:18]2)[CH2:11][CH2:12]1)[CH3:36].